Dataset: the Open Reaction Database (ORD), a public repository of structured organic reaction records. Task: describe an organic reaction: reactants, conditions, products, and yield Starting materials: CCC(CC(CC)=O)=O (3,5-heptanedione), NC1=NNC(=N1)SC (3-amino-5-methylthio-1H-1,2,4-triazole). The solvent is C(C)(=O)O (acetic acid). Reaction conditions: temperature 135 celsius. The product is C(C)C1=NC=2N(C(=C1)CC)N=C(N2)SC (5,7-Diethyl-2-(methylsulfanyl)-[1,2,4]triazolo[1,5-a]pyrimidine). Yield: 87.9%. Reaction SMILES: [CH3:1][CH2:2][C:3](=O)[CH2:4][C:5](=O)[CH2:6][CH3:7].[NH2:10][C:11]1[N:15]=[C:14]([S:16][CH3:17])[NH:13][N:12]=1>C(O)(=O)C>[CH2:2]([C:3]1[CH:4]=[C:5]([CH2:6][CH3:7])[N:12]2[N:13]=[C:14]([S:16][CH3:17])[N:15]=[C:11]2[N:10]=1)[CH3:1]. Reported procedure: A mixture of 3,5-heptanedione (9.85 g, 76.8 mmol), 3-amino-5-methylthio-1H-1,2,4-triazole (10.0 g, 76.8 mmol), and glacial acetic acid (60 mL) was added to a 200 mL RBF with a magnetic stirring bar. The flask was fitted with a condenser, and warmed in an oil bath to a gentle reflux at 135° C. The mixture was heated for 24 hours. Progress of the reaction was monitored by analytical HPLC with UV detection at 215 and 254 nm. The starting material 3-amino-5-methylthio-1H-1,2,4-triazole eluted rapidl... The reactants are [Na] (sodium), Cl (HCl), CCCCCC (hexane), C(#N)NC(=NC#N)C1CC1 (N,N'-dicyano-cyclopropanecarbamidine). Solvent: CC(CC)=O (butanone), CC(CC)=O (butanone). Conditions: temperature 10 celsius. Product: NC1=NC(=NC(=N1)Cl)C1CC1 (2-Amino-4-chloro-6-cyclopropyl-1,3,5-triazine). RXN SMILES: [Na].[C:2]([NH:4][C:5]([CH:9]1[CH2:11][CH2:10]1)=[N:6][C:7]#[N:8])#[N:3].[ClH:12].CCCCCC>CC(=O)CC>[NH2:8][C:7]1[N:3]=[C:2]([Cl:12])[N:4]=[C:5]([CH:9]2[CH2:11][CH2:10]2)[N:6]=1 |^1:0|. Reported procedure: 33 g of the sodium salt of N,N'-dicyano-cyclopropanecarbamidine (crude product) is suspended in 100 ml butanone. A solution of 20 g HCl in 400 ml butanone is dropped under stirring into this solution at 10° C. After the addition has been completed it is stirred for 1 h at ambient temperature. The reaction mixture is concentrated by evaporation and 200 ml of saturated aqueous NaHCO3 -solution and 300 ml diethylether are added. The organic phase is separated, washed, dried and concentrated by evap...